Dataset: the Open Reaction Database (ORD), a public repository of structured organic reaction records. Task: describe an organic reaction: reactants, conditions, products, and yield Starting materials: CCOC(=O)Cc1csc(-c2ccc(C(CC)(CC)c3ccc(C=CC(O)(C(F)(F)F)C(F)(F)F)c(C)c3)cc2C)n1, CO, Cl, [Na+], [OH-], O. Product: CCC(CC)(c1ccc(C=CC(O)(C(F)(F)F)C(F)(F)F)c(C)c1)c1ccc(-c2nc(CC(=O)O)cs2)c(C)c1. Reaction SMILES: [CH2:4]([CH3:5])[O:6][C:7]([CH2:8][c:9]1[n:10][c:11](-[c:14]2[c:15]([CH3:44])[cH:16][c:17]([C:20]([CH2:21][CH3:22])([c:23]3[cH:24][c:25]([CH3:41])[c:26]([CH:29]=[CH:30][C:31]([C:32]([F:33])([F:34])[F:35])([C:36]([F:37])([F:38])[F:39])[OH:40])[cH:27][cH:28]3)[CH2:42][CH3:43])[cH:18][cH:19]2)[s:12][cH:13]1)=[O:45].[CH3:47][OH:48].[ClH:46].[Na+:2].[OH-:1].[OH2:3]>>[O:6]=[C:7]([CH2:8][c:9]1[n:10][c:11](-[c:14]2[c:15]([CH3:44])[cH:16][c:17]([C:20]([CH2:21][CH3:22])([c:23]3[cH:24][c:25]([CH3:41])[c:26]([CH:29]=[CH:30][C:31]([C:32]([F:33])([F:34])[F:35])([C:36]([F:37])([F:38])[F:39])[OH:40])[cH:27][cH:28]3)[CH2:42][CH3:43])[cH:18][cH:19]2)[s:12][cH:13]1)[OH:45]. Starting materials: C/C(=N\[Si](C)(C)C)/O[Si](C)(C)C (N,O-bis(trimethylsilyl)acetamide), Cl.NC1[C@@H]2N(C(=C(CS2)\C=C/CCl)C(=O)OC(C2=CC=CC=C2)C2=CC=CC=C2)C1=O (diphenylmethyl 7-amino-3-[3-chloro-1-(Z)-propen-1-yl]-3-cephem-4-carboxylate hydrochloride), Cl.NC1=NC(=NS1)/C(/C(=O)Cl)=N/OCC (2-(5-amino-1,2,4-thiadiazol-3-yl)-2-(Z)-ethoxyiminoacetyl chloride hydrochloride). Solvent: C(Cl)Cl (methylene chloride), C(C)(=O)OCC (ethyl acetate). Conditions: temperature -10 celsius, time 2 hour. The product is C(C)(C)OC(C)C (isopropyl ether), NC1=NC(=NS1)/C(/C(=O)NC1[C@@H]2N(C(=C(CS2)C=CCCl)C(=O)OC(C2=CC=CC=C2)C2=CC=CC=C2)C1=O)=N/OCC (Diphenylmethyl 7-[2-(5-Amino-1,2,4-thiadiazol-3-yl)-2-(Z)-ethoxyiminoacetamido]-3-[3-chloro-1-propenyl]-3-cephem-4-carboxylate). Reaction SMILES: [CH3:1]/C(/O[Si](C)(C)C)=N\[Si](C)(C)C.Cl.[NH2:14][CH:15]1[C:42](=[O:43])[N:17]2[C:18]([C:26]([O:28][CH:29]([C:36]3[CH:41]=[CH:40][CH:39]=[CH:38][CH:37]=3)[C:30]3[CH:35]=[CH:34][CH:33]=[CH:32][CH:31]=3)=[O:27])=[C:19](/[CH:22]=[CH:23]\[CH2:24][Cl:25])[CH2:20][S:21][C@H:16]12.Cl.[NH2:45][C:46]1[S:50][N:49]=[C:48](/[C:51](=[N:55]/[O:56][CH2:57][CH3:58])/[C:52](Cl)=[O:53])[N:47]=1>C(Cl)Cl.C(OCC)(=O)C>[CH:29]([O:28][CH:26]([CH3:18])[CH3:1])([CH3:30])[CH3:36].[NH2:45][C:46]1[S:50][N:49]=[C:48](/[C:51](=[N:55]/[O:56][CH2:57][CH3:58])/[C:52]([NH:14][CH:15]2[C:42](=[O:43])[N:17]3[C:18]([C:26]([O:28][CH:29]([C:36]4[CH:37]=[CH:38][CH:39]=[CH:40][CH:41]=4)[C:30]4[CH:31]=[CH:32][CH:33]=[CH:34][CH:35]=4)=[O:27])=[C:19]([CH:22]=[CH:23][CH2:24][Cl:25])[CH2:20][S:21][C@H:16]23)=[O:53])[N:47]=1 |f:1.2,3.4|. Procedure: To a mixture of N,O-bis(trimethylsilyl)acetamide (2.3 ml, 9 mmoles) and crystalline diphenylmethyl 7-amino-3-[3-chloro-1-(Z)-propen-1-yl]-3-cephem-4-carboxylate hydrochloride (XVIII) (1.338 g, 2.8 mmoles) (from Preparation No. 12) in methylene chloride (10 ml) was added 2-(5-amino-1,2,4-thiadiazol-3-yl)-2-(Z)-ethoxyiminoacetyl chloride hydrochloride (800 mg, 2.95 mmoles) portionwise, with stirring, at -10° C. and the mixture was allowed to stand at 0° C. for 2 hours. The mixture was diluted with... Yields the product C(C)[C@]1(C(N(CC1)C1=NC(=NC=C1)NC1=CC=C(C=C1)N1CCOCC1)=O)C#N ((3R)-3-ethyl-1-(2-((4-(morpholin-4-yl)phenyl)amino)pyrimidin-4-yl)-2-oxopyrrolidine-3-carbonitrile). As a reaction SMILES: [CH2:1]([C:3]1([C:28]#[N:29])[CH2:7][CH2:6][N:5]([C:8]2[CH:13]=[CH:12][N:11]=[C:10]([NH:14][C:15]3[CH:20]=[CH:19][C:18]([N:21]4[CH2:26][CH2:25][O:24][CH2:23][CH2:22]4)=[CH:17][CH:16]=3)[N:9]=2)[C:4]1=[O:27])[CH3:2].C(=O)=O.CO.C(#N)C>>[CH2:1]([C@:3]1([C:28]#[N:29])[CH2:7][CH2:6][N:5]([C:8]2[CH:13]=[CH:12][N:11]=[C:10]([NH:14][C:15]3[CH:16]=[CH:17][C:18]([N:21]4[CH2:26][CH2:25][O:24][CH2:23][CH2:22]4)=[CH:19][CH:20]=3)[N:9]=2)[C:4]1=[O:27])[CH3:2] |f:1.2.3|. The reactants are C(C)C1(C(N(CC1)C1=NC(=NC=C1)NC1=CC=C(C=C1)N1CCOCC1)=O)C#N (3-ethyl-1-(2-((4-(morpholin-4-yl)phenyl)amino)pyrimidin-4-yl)-2-oxopyrrolidine-3-carbonitrile), C(=O)=O.CO.C(C)#N (carbon dioxide methanol acetonitrile). Procedure details: 3-Ethyl-1-(2-((4-(morpholin-4-yl)phenyl)amino)pyrimidin-4-yl)-2-oxopyrrolidine-3-carbonitrile (200 mg) obtained in Example 2 was resolved by SFC (column: CHIRALCEL OJH, 20 mmID×250 mmL, manufactured by Daicel Chemical Industries, mobile phase: carbon dioxide/methanol/acetonitrile=660/170/170), and the compound having a longer retention time was recrystallized (hexane/ethyl acetate) to give the title compound (58 mg). The yield is 29.0%. Starting materials: C(C1=CC=CC=C1)SC=1C=C(C(NC1)=O)O (5-(benzylsulfanyl)-3-hydroxypyridin-2(1H)-one), COCOC=1C(N(C=C(C1)SCC=1N=C(OC1)C)COC)=O (3-(methoxymethoxy)-1-(methoxymethyl)-5-{[(2-methyl-1,3-oxazol-4-yl)methyl]sulfanyl}pyridin-2(1H)-one), COCOC=1C(N(C=C(C1)SCC=1N=C(OC1)C)COC)=O (3-(methoxymethoxy)-1-(methoxymethyl)-5-{[(2-methyl-1,3-oxazol-4-yl)methyl]sulfanyl}pyridin-2(1H)-one). The product is OC=1C(NC=C(C1)SCC=1N=C(OC1)C)=O (3-Hydroxy-5-{[(2-methyl-1,3-oxazol-4-yl)methyl]sulfanyl}-pyridin-2(1H)-one). Reaction SMILES: C(SC1C=C(O)C(=O)NC=1)C1C=CC=CC=1.COC[O:20][C:21]1[C:22](=[O:38])[N:23](COC)[CH:24]=[C:25]([S:27][CH2:28][C:29]2[N:30]=[C:31]([CH3:34])[O:32][CH:33]=2)[CH:26]=1>>[OH:20][C:21]1[C:22](=[O:38])[NH:23][CH:24]=[C:25]([S:27][CH2:28][C:29]2[N:30]=[C:31]([CH3:34])[O:32][CH:33]=2)[CH:26]=1. Procedure: Prepared as described for 5-(benzylsulfanyl)-3-hydroxypyridin-2(1H)-one (Example 12) from 3-(methoxymethoxy)-1-(methoxymethyl)-5-{[(2-methyl-1,3-oxazol-4-yl)methyl]sulfanyl}pyridin-2(1H)-one (Intermediate 21). Starting materials: COC1=NC=C(C=C1)C(F)(F)F (2-methoxy-5-trifluoromethylpyridine), C[Si](C)(C)Cl (trimethylsilyl chloride), C(CCC)[Li] (butyl lithium), C(C)(C)NC(C)C (diisopropylamine). The solvent is O1CCCC1 (tetrahydrofuran), O1CCCC1 (tetrahydrofuran), O1CCCC1 (tetrahydrofuran). Conditions: temperature 0 celsius, time 30 minute. The product is COC1=NC=C(C=C1[Si](C)(C)C)C(F)(F)F (2-Methoxy-3-trimethylsilyl-5-trifluoromethylpyridine). Isolated yield 48.3%. As a reaction SMILES: C([Li])CCC.C(NC(C)C)(C)C.[CH3:13][O:14][C:15]1[CH:20]=[CH:19][C:18]([C:21]([F:24])([F:23])[F:22])=[CH:17][N:16]=1.[CH3:25][Si:26](Cl)([CH3:28])[CH3:27]>O1CCCC1>[CH3:13][O:14][C:15]1[C:20]([Si:26]([CH3:28])([CH3:27])[CH3:25])=[CH:19][C:18]([C:21]([F:24])([F:22])[F:23])=[CH:17][N:16]=1. Reported procedure: To butyl lithium (7.2 ml, 1.6M in hexanes, 11.5 mmol) in tetrahydrofuran (12.0 ml) at −78° C. was slowly added diisopropylamine (1.14 g, 11.3 mmol) in tetrahydrofuran (4.0 ml), and the resulting solution allowed to warm to 0° C. over 45 mins. A mixture of 2-methoxy-5-trifluoromethylpyridine (2.00 g, 11.3 mmol) and trimethylsilyl chloride (3.2 ml, 25.2 mmol) in tetrahydrofuran (8.0 ml) was then slowly added and the mixture stirred for 30 mins. at 0° C., before being quenched with water (50 ml). T... Reactants: Br, CC(=O)O, [Cu]Br, O=N[O-], CC(C)c1cc(Cc2c(Cl)cc(N)cc2Cl)n[nH]c1=O, [Na+], O, O=S(=O)(O)O. Product: CC(C)c1cc(Cc2c(Cl)cc(Br)cc2Cl)n[nH]c1=O. As a reaction SMILES: [BrH:30].[CH3:31][C:32](=[O:33])[OH:34].[Cu:36][Br:37].[N:26]([O-:27])=[O:28].[NH2:1][c:2]1[cH:3][c:4]([Cl:20])[c:5]([CH2:6][c:7]2[cH:8][c:9]([CH:14]([CH3:15])[CH3:16])[c:10](=[O:13])[nH:11][n:12]2)[c:17]([Cl:19])[cH:18]1.[Na+:29].[OH2:35].[S:21](=[O:22])(=[O:23])([OH:24])[OH:25]>>[c:2]1([Br:30])[cH:3][c:4]([Cl:20])[c:5]([CH2:6][c:7]2[cH:8][c:9]([CH:14]([CH3:15])[CH3:16])[c:10](=[O:13])[nH:11][n:12]2)[c:17]([Cl:19])[cH:18]1. Starting materials: CC(CSC)(C)NC(OCC1=CC=CC=C1)=O (benzyl 1,1-dimethyl-2-(methylthio)ethylcarbamate), O (water), BrN1C(CCC1=O)=O (N-bromosuccinimide), C(O)([O-])=O.[Na+] (sodium hydrogencarbonate), C(C)(=O)OCSCC(C)(C)NC(=O)OCC1=CC=CC=C1 ([2-(benzyloxycarbonylamino)-2-methylpropyl]thiomethyl acetate), II (iodine), C(O)([O-])=O.[Na+] (sodium hydrogencarbonate), S(=O)(O)[O-].[Na+] (sodium hydrogensulfite), II (iodine). Solvent: CO (methanol), C(C)(=O)OC(C)=O (acetic anhydride), CO (methanol). Run at time 2 hour. Product: C(C1=CC=CC=C1)OC(=O)NC(CSSCC(C)(C)NC(=O)OCC1=CC=CC=C1)(C)C (bis[2-(benzyloxycarbonylamino)-2-methylpropyl]-disulfide). Isolated yield 23.0%. Reaction SMILES: [CH3:1][C:2]([NH:7][C:8](=[O:17])[O:9][CH2:10][C:11]1[CH:16]=[CH:15][CH:14]=[CH:13][CH:12]=1)([CH3:6])[CH2:3][S:4]C.O.BrN1C(=O)CCC1=O.C(=O)([O-])O.[Na+].C(OC[S:37][CH2:38][C:39]([NH:42][C:43]([O:45][CH2:46][C:47]1[CH:52]=[CH:51][CH:50]=[CH:49][CH:48]=1)=[O:44])([CH3:41])[CH3:40])(=O)C.II.S([O-])(O)=O.[Na+]>C(OC(=O)C)(=O)C.CO>[CH2:46]([O:45][C:43]([NH:42][C:39]([CH3:41])([CH3:40])[CH2:38][S:37][S:4][CH2:3][C:2]([NH:7][C:8]([O:9][CH2:10][C:11]1[CH:16]=[CH:15][CH:14]=[CH:13][CH:12]=1)=[O:17])([CH3:6])[CH3:1])=[O:44])[C:47]1[CH:52]=[CH:51][CH:50]=[CH:49][CH:48]=1 |f:3.4,7.8|. Procedure: To a solution of 45.4 g (179 mmol) of benzyl 1,1-dimethyl-2-(methylthio)ethylcarbamate in aqueous methanol (obtained by adding 5.22 g (290 mmol) of water to 150 ml of methanol) was added 33.46 g (188 mmol) of N-bromosuccinimide in small portions with stirring. The reaction was carried out at room temperature for 2 hours, after which the reaction solution was made weakly basic with saturated aqueous sodium hydrogencarbonate solution and then the methanol was distilled off. Water was added to the ... Starting materials: [BH3-]C#N, C=O, CC(=O)O, CC#N, CNC1C=Cc2cc(Cl)ccc2CC1, Cl, [Na+]. Product: CN(C)C1C=Cc2cc(Cl)ccc2CC1. RXN SMILES: [C:3]([BH3-:4])#[N:5].[CH2:1]=[O:2].[CH3:22][C:23](=[O:24])[OH:25].[CH3:26][C:27]#[N:28].[Cl:8][c:9]1[cH:10][cH:11][c:12]2[c:13]([cH:21]1)[CH:14]=[CH:15][CH:16]([NH:19][CH3:20])[CH2:17][CH2:18]2.[ClH:7].[Na+:6]>>[CH3:3][N:19]([CH:16]1[CH:15]=[CH:14][c:13]2[c:12]([cH:11][cH:10][c:9]([Cl:8])[cH:21]2)[CH2:18][CH2:17]1)[CH3:20]. Reactants: C(C1=CC=CC=C1)OC(=O)N[C@@H]1[C@@H](CN(CC1)C=1SC=C(N1)CC(=O)OCC)OC (Ethyl cis(±)-[2-(4-{[(benzyloxy)carbonyl]amino}-3-methoxypiperidin-1-yl)-1,3-thiazol-4-yl]acetate), C(=O)[O-].[NH4+] (ammonium formate). The reagents and catalysts are [C].[Pd] (palladium-carbon). Solvent: C(C)O (ethanol). Yields the product N[C@@H]1[C@@H](CN(CC1)C=1SC=C(N1)CC(=O)OCC)OC (Ethyl cis(±)-[2-(4-amino-3-methoxypiperidin-1-yl)-1,3-thiazol-4-yl]acetate). Reaction SMILES: C(OC([NH:11][C@H:12]1[CH2:17][CH2:16][N:15]([C:18]2[S:19][CH:20]=[C:21]([CH2:23][C:24]([O:26][CH2:27][CH3:28])=[O:25])[N:22]=2)[CH2:14][C@H:13]1[O:29][CH3:30])=O)C1C=CC=CC=1.C([O-])=O.[NH4+]>C(O)C.[C].[Pd]>[NH2:11][C@H:12]1[CH2:17][CH2:16][N:15]([C:18]2[S:19][CH:20]=[C:21]([CH2:23][C:24]([O:26][CH2:27][CH3:28])=[O:25])[N:22]=2)[CH2:14][C@H:13]1[O:29][CH3:30] |f:1.2,4.5|. Procedure: Ethyl cis(±)-[2-(4-{[(benzyloxy)carbonyl]amino}-3-methoxypiperidin-1-yl)-1,3-thiazol-4-yl]acetate obtained in Example (64c) (124 mg, 0.29 mmol) was dissolved in ethanol (5 mL). A 10% palladium-carbon catalyst (75 mg) and ammonium formate (90 mg, 1.43 mmol) were added, and the mixture was heated under reflux for 15 hours. The reaction solution was filtered through celite. The filtrate was washed with saturated sodium bicarbonate, dried over anhydrous sodium sulfate and then concentrated under red... Starting materials: C([O-])(O)=O (bicarbonate), Cl.ClC1=NC2=CC=CC=C2C(=N1)N(C)C1=CC=C(C=C1)OC ((2-chloro-quinazolin-4-yl)-(4-methoxy-phenyl)-methyl-amine hydrochloride), C(C)N(C(C)C)C(C)C (ethyl-diisopropyl-amine), CNCCCN (N1-methyl-propane-1,3-diamine). Run in C(Cl)(Cl)Cl (CHCl3), C(CCC)O (n-butanol). Run at temperature 115 celsius, time 32 hour. Product: NCCCN(C1=NC2=CC=CC=C2C(=N1)N(C)C1=CC=C(C=C1)OC)C (N2-(3-Amino-propyl)-N4-(4-methoxy-phenyl)-N2,N4-dimethyl-quinazoline-2,4-diamine), [NH4+].[OH-] (NH4OH). Reaction SMILES: Cl.Cl[C:3]1[N:12]=[C:11]([N:13]([C:15]2[CH:20]=[CH:19][C:18]([O:21][CH3:22])=[CH:17][CH:16]=2)[CH3:14])[C:10]2[C:5](=[CH:6][CH:7]=[CH:8][CH:9]=2)[N:4]=1.C([N:25](C(C)C)C(C)C)C.[CH3:32][NH:33][CH2:34][CH2:35][CH2:36][NH2:37].C(=O)(O)[O-:39]>C(O)CCC.C(Cl)(Cl)Cl>[NH2:37][CH2:36][CH2:35][CH2:34][N:33]([CH3:32])[C:3]1[N:12]=[C:11]([N:13]([C:15]2[CH:20]=[CH:19][C:18]([O:21][CH3:22])=[CH:17][CH:16]=2)[CH3:14])[C:10]2[C:5](=[CH:6][CH:7]=[CH:8][CH:9]=2)[N:4]=1.[NH4+:25].[OH-:39] |f:0.1,8.9|. Reported procedure: A mixture of (2-chloro-quinazolin-4-yl)-(4-methoxy-phenyl)-methyl-amine hydrochloride (203 mg, 0.604 mmol), ethyl-diisopropyl-amine (0.25 mL, 1.4 mmol) and N1-methyl-propane-1,3-diamine (95%; 100 μL) in n-butanol (4 mL) was heated at 115° C. After 32 h, the rxn was treated with bicarbonate resin (Novabiochem 01-64-0419) then concd. The material was dissolved in CHCl3, adsorbed onto diatomaceous earth and partially purified on an amine column (Isco 68-2203-101) eluting with a gradient of 0-100% i...